Dataset: the Open Reaction Database (ORD), a public repository of structured organic reaction records. Task: describe an organic reaction: reactants, conditions, products, and yield The reactants are ClC1=NC(=NC(=C1)Cl)N (4,6-dichloro-2-pyrimidinamine), ClC1=NC(=NC(=C1)Cl)N (4,6-dichloro-2-pyrimidinamine), C[C@@H]1CC[C@@H](CN1)C(=O)O ((3S,6R)-6-methyl-3-piperidinecarboxylic acid), C(=O)(O)[O-].[Na+] (NaHCO3), C(C)(=O)C1=C(C=C(C=C1)B(O)O)F ((4-acetyl-3-fluorophenyl)boronic acid). Reagents/catalysts: C=1C=CC(=CC1)[P](C=2C=CC=CC2)(C=3C=CC=CC3)[Pd]([P](C=4C=CC=CC4)(C=5C=CC=CC5)C=6C=CC=CC6)([P](C=7C=CC=CC7)(C=8C=CC=CC8)C=9C=CC=CC9)[P](C=1C=CC=CC1)(C=1C=CC=CC1)C=1C=CC=CC1 (Pd(Ph3P)4). Solvent: O (water), CCOC(=O)C (EtOAc), O1CCOCC1 (1,4-dioxane), O (water), O (water). Run at temperature 117 celsius, time 8 hour. The product is C(C)(=O)C1=C(C=C(C=C1)C1=CC(=NC(=N1)N)N1C[C@H](CC[C@H]1C)C(=O)O)F ((3S,6R)-1-[6-(4-Acetyl-3-fluorophenyl)-2-amino-4-pyrimidinyl]-6-methyl-3-piperidinecarboxylic acid). The yield is 48.7%. As a reaction SMILES: Cl[C:2]1[CH:7]=[C:6](Cl)[N:5]=[C:4]([NH2:9])[N:3]=1.[CH3:10][C@H:11]1[NH:16][CH2:15][C@@H:14]([C:17]([OH:19])=[O:18])[CH2:13][CH2:12]1.C([O-])(O)=O.[Na+].[C:25]([C:28]1[CH:33]=[CH:32][C:31](B(O)O)=[CH:30][C:29]=1[F:37])(=[O:27])[CH3:26]>O1CCOCC1.O.C1C=CC([P]([Pd]([P](C2C=CC=CC=2)(C2C=CC=CC=2)C2C=CC=CC=2)([P](C2C=CC=CC=2)(C2C=CC=CC=2)C2C=CC=CC=2)[P](C2C=CC=CC=2)(C2C=CC=CC=2)C2C=CC=CC=2)(C2C=CC=CC=2)C2C=CC=CC=2)=CC=1.CCOC(C)=O>[C:25]([C:28]1[CH:33]=[CH:32][C:31]([C:6]2[N:5]=[C:4]([NH2:9])[N:3]=[C:2]([N:16]3[C@H:11]([CH3:10])[CH2:12][CH2:13][C@H:14]([C:17]([OH:19])=[O:18])[CH2:15]3)[CH:7]=2)=[CH:30][C:29]=1[F:37])(=[O:27])[CH3:26] |f:2.3,^1:48,50,69,88|. Reported procedure: A mixture of 4,6-dichloro-2-pyrimidinamine (1.69 g, 10.31 mmol), (3S,6R)-6-methyl-3-piperidinecarboxylic acid (2.037 g, 10.31 mmol) and NaHCO3 (3.90 g, 46.4 mmol) in 1,4-dioxane (100 mL) and water (50 mL) was stirred overnight at 117° C. into a sealed tube. The reaction was allowed to cool to room temperature. LCMS showed that most of the starting material 4,6-dichloro-2-pyrimidinamine had been consumed. Then (4-acetyl-3-fluorophenyl)boronic acid (2.81 g, 15.5 mmol) and Pd(Ph3P)4 (0.238 g, 0.206... Reactants: CNC(C)C(=O)C1(N)N=C(c2ccccc2)c2ccccc2N(C)C1=O, O=C(O)Cc1cc(F)cc(F)c1. Product: CC(C(=O)C1(N)N=C(c2ccccc2)c2ccccc2N(C)C1=O)N(C)C(=O)Cc1cc(F)cc(F)c1. Reaction SMILES: [CH3:13][NH:14][CH:15]([CH3:16])[C:17](=[O:18])[C:19]1([NH2:38])[C:20](=[O:37])[N:21]([CH3:36])[c:22]2[c:23]([cH:32][cH:33][cH:34][cH:35]2)[C:24]([c:26]2[cH:27][cH:28][cH:29][cH:30][cH:31]2)=[N:25]1.[F:1][c:2]1[cH:3][c:4]([CH2:9][C:10](=[O:11])[OH:12])[cH:5][c:6]([F:8])[cH:7]1>>[F:1][c:2]1[cH:3][c:4]([CH2:9][C:10](=[O:12])[N:14]([CH3:13])[CH:15]([CH3:16])[C:17](=[O:18])[C:19]2([NH2:38])[C:20](=[O:37])[N:21]([CH3:36])[c:22]3[c:23]([cH:32][cH:33][cH:34][cH:35]3)[C:24]([c:26]3[cH:27][cH:28][cH:29][cH:30][cH:31]3)=[N:25]2)[cH:5][c:6]([F:8])[cH:7]1. The reactants are FC1=CC=CC=2C3=C(N(C12)C)CCNC3=O (6-fluoro-2,3,4,5-tetrahydro-5-methyl-1H-pyrido[4,3-b]indol-1-one). The reagents and catalysts are [Pd]=O (palladium oxide). Solvent: C(CO)O (ethylene glycol). The product is FC1=CC=CC=2C3=C(N(C12)C)C=CNC3=O (6-Fluoro-2,5-dihydro-5-methyl-1H-pyrido[4,3-b]indol-1-one). The yield is 100.9%. As a reaction SMILES: [F:1][C:2]1[C:10]2[N:9]([CH3:11])[C:8]3[CH2:12][CH2:13][NH:14][C:15](=[O:16])[C:7]=3[C:6]=2[CH:5]=[CH:4][CH:3]=1>C(O)CO.[Pd]=O>[F:1][C:2]1[C:10]2[N:9]([CH3:11])[C:8]3[CH:12]=[CH:13][NH:14][C:15](=[O:16])[C:7]=3[C:6]=2[CH:5]=[CH:4][CH:3]=1. Procedure details: A mixture of 6-fluoro-2,3,4,5-tetrahydro-5-methyl-1H-pyrido[4,3-b]indol-1-one (300 mg) and 10% palladium oxide on carbon catalyst (50% aqueous paste; 150 mg) in ethylene glycol (30 ml) was heated at reflux under nitrogen for 24 h. The cooled mixture was filtered and evaporated to give a solid (ca. 300 mg) which was purified by FCC eluting with System A (200:10:1) to give a solid (100 mg). A sample of this solid was further purified by HPLC on a Spherisorb 55W column, eluting with System A (95:5:... The reactants are OCCCc1ccc(Br)cc1, CS(=O)(=O)Cl, CCN(C(C)C)C(C)C, ClCCl. Product: CS(=O)(=O)OCCCc1ccc(Br)cc1. Reaction SMILES: [Br:1][c:2]1[cH:3][cH:4][c:5]([CH2:8][CH2:9][CH2:10][OH:11])[cH:6][cH:7]1.[CH3:21][S:22]([Cl:23])(=[O:24])=[O:25].[CH:12]([N:13]([CH:14]([CH3:15])[CH3:16])[CH2:17][CH3:18])([CH3:19])[CH3:20].[Cl:26][CH2:27][Cl:28]>>[Br:1][c:2]1[cH:3][cH:4][c:5]([CH2:8][CH2:9][CH2:10][O:11][S:22]([CH3:21])(=[O:24])=[O:25])[cH:6][cH:7]1. The product is ClC1=C2C=C3C(=C(C2=CC=C1)C(C(C)(C)C)=O)CC1(COC(OC1)(C)C)C3 (1-(5-chloro-2′,2′-dimethyl-1,3-dihydrospiro[cyclopenta[b]naphthalene-2,5′-[1,3]dioxan]-9-yl)-2,2-dimethylpropan-1-one). Reaction SMILES: [Cl:1][C:2]1[CH:7]=[CH:6][CH:5]=[CH:4][C:3]=1[CH:8]=[CH:9][CH2:10][C:11]1([CH2:19][C:20]#[C:21][C:22](=[O:27])[C:23]([CH3:26])([CH3:25])[CH3:24])[CH2:16][O:15][C:14]([CH3:18])([CH3:17])[O:13][CH2:12]1.CCOC(C)=O.CCCCCC>ClC1C=CC=CC=1Cl>[Cl:1][C:2]1[CH:7]=[CH:6][CH:5]=[C:4]2[C:3]=1[CH:8]=[C:9]1[CH2:10][C:11]3([CH2:12][O:13][C:14]([CH3:18])([CH3:17])[O:15][CH2:16]3)[CH2:19][C:20]1=[C:21]2[C:22](=[O:27])[C:23]([CH3:26])([CH3:25])[CH3:24] |f:1.2|. The reactants are ClC1=C(C=CC=C1)C=CCC1(COC(OC1)(C)C)CC#CC(C(C)(C)C)=O (6-(5-(3-(2-chlorophenyl)allyl)-2,2-dimethyl-1,3-dioxan-5-yl)-2,2-dimethylhex-4-yn-3-one), CCOC(=O)C.CCCCCC (AcOEt n-hexane). The yield is 47.0%. Solvent: ClC1=C(C=CC=C1)Cl (1,2-dichlorobenzene). Procedure: To a 10-20 mL microwave irradiation vial equipped with a stir bar was added compound 4b (0.21 g, 0.54 mmol) in 1,2-dichlorobenzene (10 mL). The reaction was irradiated with stirring at 180° C. for 45 min until complete by TLC (AcOEt/n-hexane 2:8). The solution was directly added to a silica gel column, which was eluted with n-hexane to separate the 1,2-dichlorobenzene and then AcOEt/n-hexane 2:8 to collect the pure product. The title compound was isolated as a light yellow solid in a 47% yield (... Reactants: CCO, Cc1cccc(C=O)c1, CC(=O)O, NNC(=O)c1ccc(O)cc1. The product is Cc1cccc(C=NNC(=O)c2ccc(O)cc2)c1. RXN SMILES: [CH3:12][CH2:13][OH:14].[CH3:15][c:16]1[cH:17][cH:18][cH:19][c:20]([CH:21]=[O:22])[cH:23]1.[CH3:24][C:25](=[O:26])[OH:27].[OH:1][c:2]1[cH:3][cH:4][c:5]([C:6](=[O:7])[NH:8][NH2:9])[cH:10][cH:11]1>>[OH:1][c:2]1[cH:3][cH:4][c:5]([C:6](=[O:7])[NH:8][N:9]=[CH:21][c:20]2[cH:19][cH:18][cH:17][c:16]([CH3:15])[cH:23]2)[cH:10][cH:11]1.